This data is from the Open Reaction Database (ORD), a public repository of structured organic reaction records. The task is: describe an organic reaction: reactants, conditions, products, and yield The reactants are NCCNC(CN1C(CCC1)=O)=O (N-(2-aminoethyl)-2-oxo-1-pyrrolidineacetamide), BrCC[Si](C)(C)CCBr (bis(2-bromoethyl)dimethylsilane), CCN(C(C)C)C(C)C (Huenig base). Solvent: C(Cl)(Cl)Cl (chloroform). The product is C[Si]1(CCN(CC1)CCNC(CN1C(CCC1)=O)=O)C (N-[2-(4,4-dimethyl-1-aza-4-sila-1-cyclohexyl)ethyl]-2-oxo-1-pyrrolidineacetamide). The yield is 15.0%. As a reaction SMILES: [NH2:1][CH2:2][CH2:3][NH:4][C:5](=[O:13])[CH2:6][N:7]1[CH2:11][CH2:10][CH2:9][C:8]1=[O:12].Br[CH2:15][CH2:16][Si:17]([CH2:20][CH2:21]Br)([CH3:19])[CH3:18].CCN(C(C)C)C(C)C>C(Cl)(Cl)Cl>[CH3:18][Si:17]1([CH3:19])[CH2:20][CH2:21][N:1]([CH2:2][CH2:3][NH:4][C:5](=[O:13])[CH2:6][N:7]2[CH2:11][CH2:10][CH2:9][C:8]2=[O:12])[CH2:15][CH2:16]1. Reported procedure: A mixture of 1.90 g (10.3 mmol) of N-(2-aminoethyl)-2-oxo-1-pyrrolidineacetamide, 2.76 g (10.1 mmol) of bis(2-bromoethyl)dimethylsilane, 5.20 g of Huenig base, and 20 ml of chloroform was stirred and then the solvent was removed in vacuo. The resulting mixture was heated at 100°-105° C. for 8 hours. Aqueous NaHCO3 was added to the cooled reaction mixture, and the aqueous solution was extracted with chloroform. The dried chloroform solution was concentrated in vacuo and chromatographed on silica ... The reactants are C1=C(c2c[nH]c3ccncc23)CC2CCCN2C1, C1CCOC1, C[Si](C)(C)[N-][Si](C)(C)C, O=C(Cl)c1ccccc1Cl, [Na+]. Product: O=C(c1ccccc1Cl)n1cc(C2=CCN3CCCC3C2)c2cnccc21. Reaction SMILES: [CH2:1]1[CH2:2][CH2:3][N:4]2[CH2:5][CH:6]=[C:7]([c:10]3[cH:11][nH:12][c:13]4[cH:14][cH:15][n:16][cH:17][c:18]34)[CH2:8][CH:9]12.[CH2:39]1[O:40][CH2:41][CH2:42][CH2:43]1.[CH3:20][Si:21]([N-:22][Si:23]([CH3:24])([CH3:25])[CH3:26])([CH3:27])[CH3:28].[Cl:29][C:30](=[O:31])[c:32]1[cH:33][cH:34][cH:35][cH:36][c:37]1[Cl:38].[Na+:19]>>[CH2:1]1[CH2:2][CH2:3][N:4]2[CH2:5][CH:6]=[C:7]([c:10]3[cH:11][n:12]([C:30](=[O:31])[c:32]4[cH:33][cH:34][cH:35][cH:36][c:37]4[Cl:38])[c:13]4[cH:14][cH:15][n:16][cH:17][c:18]34)[CH2:8][CH:9]12. Yields the product Fc1cccc(OC2CCNCC2)c1. Starting materials: ClCCl, CC(C)(C)OC(=O)N1CCC(Oc2cccc(F)c2)CC1, O=C(O)C(F)(F)F. Reaction SMILES: [Cl:29][CH2:30][Cl:31].[F:1][c:2]1[cH:3][c:4]([O:8][CH:9]2[CH2:10][CH2:11][N:12]([C:15]([O:16][C:17]([CH3:18])([CH3:19])[CH3:20])=[O:21])[CH2:13][CH2:14]2)[cH:5][cH:6][cH:7]1.[F:22][C:23]([F:24])([F:25])[C:26]([OH:27])=[O:28]>>[F:1][c:2]1[cH:3][c:4]([O:8][CH:9]2[CH2:10][CH2:11][NH:12][CH2:13][CH2:14]2)[cH:5][cH:6][cH:7]1. Starting materials: [OH-].[NH4+] (ammonium hydroxide), CC1=CC=C(C=C1)S(=O)(=O)NC1=C(C=C(C(=C1)F)[N+](=O)[O-])F (N-(4-methylphenylsulfonyl)-2,5-difluoro-4-nitroaniline), ice water, S(O)(O)(=O)=O (sulfuric acid). Run in O (water). Conditions: temperature 90 celsius, time 5 day. Product: FC1=C(N)C=C(C(=C1)[N+](=O)[O-])F (2,5-difluoro-4-nitroaniline). The yield is 95.5%. RXN SMILES: CC1C=CC(S([NH:11][C:12]2[CH:17]=[C:16]([F:18])[C:15]([N+:19]([O-:21])=[O:20])=[CH:14][C:13]=2[F:22])(=O)=O)=CC=1.S(=O)(=O)(O)O.[OH-].[NH4+]>O>[F:22][C:13]1[CH:14]=[C:15]([N+:19]([O-:21])=[O:20])[C:16]([F:18])=[CH:17][C:12]=1[NH2:11] |f:2.3|. Reported procedure: To a stirred mixture of 12.2 g (0.0370 mole) of N-(4-methylphenylsulfonyl)-2,5-difluoro-4-nitroaniline in 20 ml of water was added 70 ml of concentrated sulfuric acid. This mixture was heated at 90° C. for 15 minutes and then was allowed to cool and stir at room temperature for five days. The reaction mixture was poured into ice-water, and the aqueous mixture was neutralized with concentrated ammonium hydroxide. The resulting solid was collected by filtration. The filter cake was washed with wat... Reported procedure: 4-Trifluoromethylbenzaldehyde (8,7 g) was condenced with 2,4-pentanedione (5,01 g in trifluoroacetic acid (10 ml) thionylchloride (4 ml) and catalytic amount of water (0,05 ml) were added at room temperature. The solution was stirred over right at 20° C. The solvent was evaporated and the residue was destilled in vacuo, bp 110° C./1,5 mbar. The crude product was crystallized from a mixture of ether-petroleum ether (1:1), mp 46°-48° C., yield 3,8 g (30 %). The reactants are FC(C1=CC=C(C=O)C=C1)(F)F (4-Trifluoromethylbenzaldehyde), CC(CC(C)=O)=O (2,4-pentanedione), O (water). As a reaction SMILES: [F:1][C:2]([F:12])([F:11])[C:3]1[CH:10]=[CH:9][C:6]([CH:7]=O)=[CH:5][CH:4]=1.[CH3:13][C:14](=[O:19])[CH2:15][C:16](=[O:18])[CH3:17].O>FC(F)(F)C(O)=O>[F:1][C:2]([F:12])([F:11])[C:3]1[CH:10]=[CH:9][C:6]([CH:7]=[C:15]([C:14](=[O:19])[CH3:13])[C:16](=[O:18])[CH3:17])=[CH:5][CH:4]=1. Conditions: temperature 20 celsius. The product is FC(C1=CC=C(C=C(C(C)=O)C(C)=O)C=C1)(F)F (3-(4-Trifluoromethylbenzylidene)-2,4-pentanedione). Solvent: FC(C(=O)O)(F)F (trifluoroacetic acid). Starting materials: OCc1ccccc1Br, CC(C)[Si](Cl)(C(C)C)C(C)C, ClCCl, O, c1c[nH]cn1. The product is CC(C)[Si](OCc1ccccc1Br)(C(C)C)C(C)C. Reaction SMILES: [Br:1][c:2]1[c:3]([CH2:4][OH:5])[cH:6][cH:7][cH:8][cH:9]1.[CH:15]([CH3:16])([CH3:17])[Si:18]([CH:19]([CH3:20])[CH3:21])([CH:22]([CH3:23])[CH3:24])[Cl:25].[Cl:27][CH2:28][Cl:29].[OH2:26].[nH:10]1[cH:11][cH:12][n:13][cH:14]1>>[Br:1][c:2]1[c:3]([CH2:4][O:5][Si:18]([CH:15]([CH3:16])[CH3:17])([CH:19]([CH3:20])[CH3:21])[CH:22]([CH3:23])[CH3:24])[cH:6][cH:7][cH:8][cH:9]1. The reactants are [OH-].[Na+] (NaOH), COC(COC1=C(C=C(C=C1)SCC=C(C1=CC=C(C=C1)Br)C1=CC=C(C=C1)Br)CC)=O ({4-[3,3-Bis-(4-bromo-phenyl)-allylsulfanyl]-2-ethyl-phenoxy}-acetic acid methyl ester), Cl (HCl). Solvent: C(C)O (ethanol). Reaction conditions: temperature 5 celsius, time 18 hour. Yields the product BrC1=CC=C(C=C1)C(=CCSC1=CC(=C(OCC(=O)O)C=C1)CC)C1=CC=C(C=C1)Br ({4-[3,3-Bis-(4-bromo-phenyl)-allylsulfanyl]-2-ethyl-phenoxy}-acetic acid). RXN SMILES: C[O:2][C:3](=[O:32])[CH2:4][O:5][C:6]1[CH:11]=[CH:10][C:9]([S:12][CH2:13][CH:14]=[C:15]([C:23]2[CH:28]=[CH:27][C:26]([Br:29])=[CH:25][CH:24]=2)[C:16]2[CH:21]=[CH:20][C:19]([Br:22])=[CH:18][CH:17]=2)=[CH:8][C:7]=1[CH2:30][CH3:31].[OH-].[Na+].Cl>C(O)C>[Br:29][C:26]1[CH:25]=[CH:24][C:23]([C:15]([C:16]2[CH:21]=[CH:20][C:19]([Br:22])=[CH:18][CH:17]=2)=[CH:14][CH2:13][S:12][C:9]2[CH:10]=[CH:11][C:6]([O:5][CH2:4][C:3]([OH:32])=[O:2])=[C:7]([CH2:30][CH3:31])[CH:8]=2)=[CH:28][CH:27]=1 |f:1.2|. Procedure: {4-[3,3-Bis-(4-bromo-phenyl)-allylsulfanyl]-2-ethyl-phenoxy}-acetic acid methyl ester (350 mg, 0.6 mmol, example 21) was dissolved in ethanol (10 ml). 1N NaOH (3 ml, 3 mmol) was added at room temperature and the reaction mixture was stirred for 18 h at 5° C. after which it was treated with 1N HCl (15 ml) and extracted with dichloromethane (2×20 ml). The combined organic phases were dried and evaporated to give the title compound in 130 mg (68%) yield.